The task is: describe an organic reaction: reactants, conditions, products, and yield. This data is from the Open Reaction Database (ORD), a public repository of structured organic reaction records. The reactants are C(#N)C1=C(NC=C1C1=CC(=CC=C1)OC)NC=N (N-[3-Cyano-4-(3-methoxy-phenyl)-1H-pyrrol-2-yl]formamidine), NC=1NC=C(C1C#N)C1=CC(=CC=C1)OC (2-amino4-(3-methoxy-phenyl)-1H-pyrrole-3-carbonitrile). Solvent: C(OCC)(OCC)OCC (triethyl orthoformate). Conditions: temperature 140 celsius, time 1 hour. The product is COC=1C=C(C=CC1)C1=CNC=2N=CN=C(C21)N (5-(3-Methoxy-phenyl)-7H-pyrrolo[2,3-d]pyrimidin-4-yl-amine). RXN SMILES: [C:1]([C:3]1[C:7]([C:8]2[CH:13]=[CH:12][CH:11]=[C:10]([O:14][CH3:15])[CH:9]=2)=[CH:6][NH:5][C:4]=1[NH:16][CH:17]=[NH:18])#[N:2].NC1NC=C(C2C=CC=C(OC)C=2)C=1C#N>C(OCC)(OCC)OCC>[CH3:15][O:14][C:10]1[CH:9]=[C:8]([C:7]2[C:3]3[C:1]([NH2:2])=[N:18][CH:17]=[N:16][C:4]=3[NH:5][CH:6]=2)[CH:13]=[CH:12][CH:11]=1. Procedure details: N-[3-Cyano-4-(3-methoxy-phenyl)-1H-pyrrol-2-yl]formamidine: 5.30 g of 2-amino4-(3-methoxy-phenyl)-1H-pyrrole-3-carbonitrile are dissolved in 50 ml of triethyl orthoformate, and the solution is stirred for 1 hour at 140° C. The triethyl orthoformate is removed under a high vacuum and the residue is dissolved in methanol saturated with ammonia. Stirring is carried out for 20 hours at room temperature, followed by filtration. The product is recrystallised from ethanol. M.p.: 188-190° C. Starting materials: CCOP(=O)(OCC)C(CCC(=O)OC(C)OC(=O)SCC)P(=O)(OCC)OCC, ClCCl, O=S(=O)(Cl)Cl. As a reaction SMILES: [C:6]([S:7][CH2:8][CH3:9])([O:10][CH:11]([CH3:12])[O:13][C:14]([CH2:15][CH2:16][CH:17]([P:18](=[O:19])([O:20][CH2:21][CH3:22])[O:23][CH2:24][CH3:25])[P:26](=[O:27])([O:28][CH2:29][CH3:30])[O:31][CH2:32][CH3:33])=[O:34])=[O:35].[Cl:36][CH2:37][Cl:38].[S:1]([Cl:2])(=[O:3])([Cl:4])=[O:5]>>[Cl:4][C:6]([O:10][CH:11]([CH3:12])[O:13][C:14]([CH2:15][CH2:16][CH:17]([P:18](=[O:19])([O:20][CH2:21][CH3:22])[O:23][CH2:24][CH3:25])[P:26](=[O:27])([O:28][CH2:29][CH3:30])[O:31][CH2:32][CH3:33])=[O:34])=[O:35]. Product: CCOP(=O)(OCC)C(CCC(=O)OC(C)OC(=O)Cl)P(=O)(OCC)OCC. The reactants are C(C)(C)(C)C1=CC=C(C=C1)C1=C(C(=NN1C)C(C)=NNC(=O)C1=CC=C(S1)C(=O)OC)O (Methyl 5-[(2-{1-[5-(4-t-butylphenyl)-4-hydroxy-1-methyl-1H-pyrazol-3-yl]ethylidene}hydrazino)carbonyl]-2-thiophenecarboxylate), [OH-].[Na+] (sodium hydroxide), Cl (hydrochloric acid). Solvent: CO (methanol). Product: C(C)(C)(C)C1=CC=C(C=C1)C1=C(C(=NN1C)C(C)=NNC(=O)C1=CC=C(S1)C(=O)O)O (5-[(2-{1-[5-(4-t-butylphenyl)-4-hydroxy-1-methyl-1H-pyrazol-3-yl]ethylidene}hydrazino)carbonyl]-2-thiophenecarboxylic acid). Yield: 40.2%. As a reaction SMILES: [C:1]([C:5]1[CH:10]=[CH:9][C:8]([C:11]2[N:15]([CH3:16])[N:14]=[C:13]([C:17](=[N:19][NH:20][C:21]([C:23]3[S:27][C:26]([C:28]([O:30]C)=[O:29])=[CH:25][CH:24]=3)=[O:22])[CH3:18])[C:12]=2[OH:32])=[CH:7][CH:6]=1)([CH3:4])([CH3:3])[CH3:2].[OH-].[Na+].Cl>CO>[C:1]([C:5]1[CH:10]=[CH:9][C:8]([C:11]2[N:15]([CH3:16])[N:14]=[C:13]([C:17](=[N:19][NH:20][C:21]([C:23]3[S:27][C:26]([C:28]([OH:30])=[O:29])=[CH:25][CH:24]=3)=[O:22])[CH3:18])[C:12]=2[OH:32])=[CH:7][CH:6]=1)([CH3:2])([CH3:3])[CH3:4] |f:1.2|. Procedure: Methyl 5-[(2-{1-[5-(4-t-butylphenyl)-4-hydroxy-1-methyl-1H-pyrazol-3-yl]ethylidene}hydrazino)carbonyl]-2-thiophenecarboxylate (16.0 mg, 0.035 mmol) in methanol (1.5 mL) was stirred with 1 M aqueous sodium hydroxide (176 μL, 0.176 mmol) at room temperature for 17 hours. After the stirring, 1 M hydrochloric acid (176 μL, 0.176 mmol) was added, and the precipitated solid was recovered by filtration to give 6.2 mg of the desired product as yellow crystals (yield 40%). The reactants are [BH4-], CCOc1ccc(Cc2cc(C3(OC)OC(C=O)(CO)C(OCc4ccccc4)C(OCc4ccccc4)C3OCc3ccccc3)ccc2Cl)c(F)c1F, [Na+]. The product is CCOc1ccc(Cc2cc(C3(OC)OC(CO)(CO)C(OCc4ccccc4)C(OCc4ccccc4)C3OCc3ccccc3)ccc2Cl)c(F)c1F. Reaction SMILES: [BH4-:56].[CH2:1]([c:2]1[cH:3][cH:4][cH:5][cH:6][cH:7]1)[O:8][CH:9]1[C:10]([CH:52]=[O:53])([CH2:54][OH:55])[O:11][C:12]([O:31][CH3:32])([c:33]2[cH:34][c:35]([CH2:40][c:41]3[c:42]([F:51])[c:43]([F:50])[c:44]([O:47][CH2:48][CH3:49])[cH:45][cH:46]3)[c:36]([Cl:39])[cH:37][cH:38]2)[CH:13]([O:23][CH2:24][c:25]2[cH:26][cH:27][cH:28][cH:29][cH:30]2)[CH:14]1[O:15][CH2:16][c:17]1[cH:18][cH:19][cH:20][cH:21][cH:22]1.[Na+:57]>>[CH2:1]([c:2]1[cH:3][cH:4][cH:5][cH:6][cH:7]1)[O:8][CH:9]1[C:10]([CH2:52][OH:53])([CH2:54][OH:55])[O:11][C:12]([O:31][CH3:32])([c:33]2[cH:34][c:35]([CH2:40][c:41]3[c:42]([F:51])[c:43]([F:50])[c:44]([O:47][CH2:48][CH3:49])[cH:45][cH:46]3)[c:36]([Cl:39])[cH:37][cH:38]2)[CH:13]([O:23][CH2:24][c:25]2[cH:26][cH:27][cH:28][cH:29][cH:30]2)[CH:14]1[O:15][CH2:16][c:17]1[cH:18][cH:19][cH:20][cH:21][cH:22]1. Reactants: methyl ester, NN (hydrazine), COC(C1=CN=CC(=C1)O)=O (5-hydroxynicotinic acid methyl ester), BrC1=NOC=C1 (racemic bromoisoxazole), C(C)OC(OCC)OCC (Triethylorthoformate). Solvent: CO (methanol), O (water), C(C)(=O)OCC (ethyl acetate). Run at time 14 hour. Yields the product N1=CC(=CC=C1)OC1=NOCC1 (3-(pyridin-3-yloxy)-4,5-dihydroisoxazole), O1N=NC=C1 (racemic oxadiazole). As a reaction SMILES: COC(=O)[C:4]1[CH:9]=[C:8]([OH:10])[CH:7]=[N:6][CH:5]=1.Br[C:13]1[CH:17]=[CH:16][O:15][N:14]=1.[NH2:18][NH2:19].[CH2:20]([O:22]C(OCC)OCC)[CH3:21]>CO.O.C(OCC)(=O)C>[N:6]1[CH:5]=[CH:4][CH:9]=[C:8]([O:10][C:13]2[CH2:17][CH2:16][O:15][N:14]=2)[CH:7]=1.[O:22]1[CH:20]=[CH:21][N:19]=[N:18]1. Procedure details: 3-(pyridin-3-yloxy)-4,5-dihydroisoxazole I-228a and I-228b were prepared in 3 steps according to the following procedures: 5-hydroxynicotinic acid methyl ester is reacted with racemic bromoisoxazole I-75 using Method 5. The resulting methyl ester (1.0 equiv) is dissolved in methanol (0.08 M) after which hydrazine (50 equiv, 50% by weight in water) is added and the reaction is allowed to stir for 14 h. The reaction mixture is then concentrated under vacuum and used directly in the next step. Trie... Starting materials: CCCn1c(CCl)nc2cc(C#N)ccc21, Fc1cccc(-c2ncc[nH]2)n1, [H-], [I-], [Na+], [Na+], CN(C)C=O, O. The product is CCCn1c(Cn2ccnc2-c2cccc(F)n2)nc2cc(C#N)ccc21. As a reaction SMILES: [CH2:15]([CH2:16][CH3:17])[n:18]1[c:19]([CH2:29][Cl:30])[n:20][c:21]2[c:22]1[cH:23][cH:24][c:25]([C:27]#[N:28])[cH:26]2.[F:3][c:4]1[n:5][c:6](-[c:10]2[nH:11][cH:12][cH:13][n:14]2)[cH:7][cH:8][cH:9]1.[H-:1].[I-:32].[Na+:2].[Na+:31].[O:33]=[CH:34][N:35]([CH3:36])[CH3:37].[OH2:38]>>[F:3][c:4]1[n:5][c:6](-[c:10]2[n:11]([CH2:29][c:19]3[n:18]([CH2:15][CH2:16][CH3:17])[c:22]4[c:21]([n:20]3)[cH:26][c:25]([C:27]#[N:28])[cH:24][cH:23]4)[cH:12][cH:13][n:14]2)[cH:7][cH:8][cH:9]1. Reactants: O=Cc1c(F)cc(Cl)cc1Br, CC(C)O, NO, O. Yields the product ON=Cc1c(F)cc(Cl)cc1Br. As a reaction SMILES: [Br:1][c:2]1[c:3]([CH:4]=[O:5])[c:6]([F:11])[cH:7][c:8]([Cl:10])[cH:9]1.[CH3:15][CH:16]([OH:17])[CH3:18].[NH2:12][OH:13].[OH2:14]>>[Br:1][c:2]1[c:3]([CH:4]=[N:12][OH:13])[c:6]([F:11])[cH:7][c:8]([Cl:10])[cH:9]1. Starting materials: CC(=CCO)C1CCCCC1, ClCCl, [Na+], [Na+], [Na+], O=C([O-])O, O=S([O-])([O-])=S. The product is CC(=CC=O)C1CCCCC1. Reaction SMILES: [CH:1]1([C:7](=[CH:8][CH2:9][OH:10])[CH3:11])[CH2:2][CH2:3][CH2:4][CH2:5][CH2:6]1.[Cl:24][CH2:25][Cl:26].[Na+:16].[Na+:17].[Na+:18].[O-:12][C:13]([OH:14])=[O:15].[O-:19][S:20]([O-:21])(=[S:22])=[O:23]>>[CH:1]1([C:7](=[CH:8][CH:9]=[O:10])[CH3:11])[CH2:2][CH2:3][CH2:4][CH2:5][CH2:6]1.